Task: describe an organic reaction: reactants, conditions, products, and yield. Dataset: the Open Reaction Database (ORD), a public repository of structured organic reaction records The reactants are O=C(Nc1ccc(Cl)c(NC(=O)c2ccccc2)c1)c1ccc(Cl)nc1, CC1CNCC(C)N1. The product is CC1CN(c2ccc(C(=O)Nc3ccc(Cl)c(NC(=O)c4ccccc4)c3)cn2)CC(C)N1. RXN SMILES: [C:1]([c:2]1[cH:3][cH:4][cH:5][cH:6][cH:7]1)(=[O:8])[NH:9][c:10]1[cH:11][c:12]([NH:17][C:18]([c:19]2[cH:20][n:21][c:22]([Cl:25])[cH:23][cH:24]2)=[O:26])[cH:13][cH:14][c:15]1[Cl:16].[CH3:27][CH:28]1[NH:29][CH:30]([CH3:34])[CH2:31][NH:32][CH2:33]1>>[C:1]([c:2]1[cH:3][cH:4][cH:5][cH:6][cH:7]1)(=[O:8])[NH:9][c:10]1[cH:11][c:12]([NH:17][C:18]([c:19]2[cH:20][n:21][c:22]([N:32]3[CH2:31][CH:30]([CH3:34])[NH:29][CH:28]([CH3:27])[CH2:33]3)[cH:23][cH:24]2)=[O:26])[cH:13][cH:14][c:15]1[Cl:16]. The reactants are COc1ncccc1-c1cc(CCc2ccc(N)cn2)c(OC)c(C(C)(C)C)c1, CS(=O)(=O)Cl, ClCCl, c1ccncc1. The product is COc1ncccc1-c1cc(CCc2ccc(NS(C)(=O)=O)cn2)c(OC)c(C(C)(C)C)c1. As a reaction SMILES: [C:1]([CH3:2])([CH3:3])([CH3:4])[c:5]1[c:6]([O:28][CH3:29])[c:7]([CH2:19][CH2:20][c:21]2[cH:22][cH:23][c:24]([NH2:27])[cH:25][n:26]2)[cH:8][c:9](-[c:11]2[c:12]([O:17][CH3:18])[n:13][cH:14][cH:15][cH:16]2)[cH:10]1.[CH3:36][S:37]([Cl:38])(=[O:39])=[O:40].[Cl:41][CH2:42][Cl:43].[cH:30]1[cH:31][cH:32][n:33][cH:34][cH:35]1>>[C:1]([CH3:2])([CH3:3])([CH3:4])[c:5]1[c:6]([O:28][CH3:29])[c:7]([CH2:19][CH2:20][c:21]2[cH:22][cH:23][c:24]([NH:27][S:37]([CH3:36])(=[O:39])=[O:40])[cH:25][n:26]2)[cH:8][c:9](-[c:11]2[c:12]([O:17][CH3:18])[n:13][cH:14][cH:15][cH:16]2)[cH:10]1. The reactants are CC#CCOC(=O)Cl, C1COCCO1, Cc1nsnc1C(=NOCc1cccc(N)n1)c1ccccc1, ClCCl, O, c1ccncc1. The product is CC#CCOC(=O)Nc1cccc(CON=C(c2ccccc2)c2nsnc2C)n1. RXN SMILES: [C:30]([O:31][CH2:32][C:33]#[C:34][CH3:35])(=[O:36])[Cl:37].[CH2:38]1[O:39][CH2:40][CH2:41][O:42][CH2:43]1.[CH3:1][c:2]1[c:3]([C:7]([c:8]2[cH:9][cH:10][cH:11][cH:12][cH:13]2)=[N:14][O:15][CH2:16][c:17]2[cH:18][cH:19][cH:20][c:21]([NH2:23])[n:22]2)[n:4][s:5][n:6]1.[Cl:44][CH2:45][Cl:46].[OH2:47].[cH:24]1[cH:25][cH:26][n:27][cH:28][cH:29]1>>[CH3:1][c:2]1[c:3]([C:7]([c:8]2[cH:9][cH:10][cH:11][cH:12][cH:13]2)=[N:14][O:15][CH2:16][c:17]2[cH:18][cH:19][cH:20][c:21]([NH:23][C:30]([O:31][CH2:32][C:33]#[C:34][CH3:35])=[O:36])[n:22]2)[n:4][s:5][n:6]1.